Task: describe an organic reaction: reactants, conditions, products, and yield. Dataset: the Open Reaction Database (ORD), a public repository of structured organic reaction records The reactants are [OH-].[Na+] (NaOH), C(=S)=S (carbon disulfide), ( 372 ), [OH-].[Na+] (NaOH), ClC(=O)OCC (ethyl chloroformate), [OH-].[Na+] (NaOH), C(C1=CC=CC=C1)N (benzylamine), C1(=CC=CC=C1)C (toluene). The solvent is O (water). Conditions: temperature 77.5 celsius, time 15 minute. The product is C1(CCCC1)OC=1C=C(CN=C=S)C=CC1OC (3-Cyclopentyloxy-4-methoxy-benzyl-isothiocyanate). RXN SMILES: [CH2:1]([NH2:8])[C:2]1[CH:7]=[CH:6][CH:5]=[CH:4][CH:3]=1.[C:9](=[S:11])=S.[OH-:12].[Na+].Cl[C:15](OCC)=[O:16].[C:20]1([CH3:26])[CH:25]=[CH:24][CH:23]=CC=1>O>[CH:20]1([O:12][C:4]2[CH:3]=[C:2]([CH:7]=[CH:6][C:5]=2[O:16][CH3:15])[CH2:1][N:8]=[C:9]=[S:11])[CH2:25][CH2:24][CH2:23][CH2:26]1 |f:2.3|. Procedure: 82.3 g (372 mmoles) of benzylamine were dissolved in 10 ml of toluene and added at 15-20° C. (with cooling) within 20 minutes to an emulsion of 22.5 ml (372 mmoles) of carbon disulfide and 14.88 g (372) mmoles) of NaOH in 52 ml of water. The reaction mixture was heated to 75-80° C. for 1 hour and cooled to 40° C. Within 15 minutes, 35.4 ml (372 mmoles) ethyl chloroformate were added at 40-45° C. The emulsion was brought to about pH 8 with 2N NaOH and heated to 55-60° C., gas formation ceased aft... RXN SMILES: [Br:35][CH2:36][CH2:37][Br:38].[C:1](=[O:2])([O-:3])[O-:4].[CH3:39][C:40]#[N:41].[CH3:7][O:8][C:9]([CH:10]([CH2:11][c:12]1[cH:13][cH:14][c:15]([OH:18])[cH:16][cH:17]1)[NH:19][c:20]1[c:21]([C:26]([c:27]2[cH:28][cH:29][cH:30][cH:31][cH:32]2)=[O:33])[cH:22][cH:23][cH:24][cH:25]1)=[O:34].[K+:5].[K+:6]>>[CH3:7][O:8][C:9]([CH:10]([CH2:11][c:12]1[cH:13][cH:14][c:15]([O:18][CH2:37][CH2:36][Br:35])[cH:16][cH:17]1)[NH:19][c:20]1[c:21]([C:26]([c:27]2[cH:28][cH:29][cH:30][cH:31][cH:32]2)=[O:33])[cH:22][cH:23][cH:24][cH:25]1)=[O:34]. Product: COC(=O)C(Cc1ccc(OCCBr)cc1)Nc1ccccc1C(=O)c1ccccc1. Starting materials: BrCCBr, O=C([O-])[O-], CC#N, COC(=O)C(Cc1ccc(O)cc1)Nc1ccccc1C(=O)c1ccccc1, [K+], [K+]. Reactants: C(C)(=O)OCC (Ethyl acetate), O(S(=O)(=O)C)S(=O)(=O)C ((MeSO2)2O), FC1=CC=C(C=C1)C1=C(C(=NC=2NCCCC12)C(C)C)C(=O)OC (methyl 4-(4-fluorophenyl)-2-isopropyl-5,6,7,8-tetrahydro-[1,8]naphthyridine-3-carboxylate), N1=CC(=CC(=C1)C)C (3,5-lutidine). Solvent: O (H2O), C(Cl)Cl (CH2Cl2), C1(=CC=CC=C1)C (toluene). Run at time 3 day. Product: FC1=CC=C(C=C1)C1=C(C(=NC=2N(CCCC12)S(=O)(=O)C)C(C)C)C(=O)OC (methyl 4-(4-fluorophenyl)-2-isopropyl-8-methanesulfonyl-5,6,7,8-tetrahydro-[1,8]naphthyridine-3-carboxylate). The yield is 86.1%. Reaction SMILES: [O:1](S(C)(=O)=O)[S:2]([CH3:5])(=O)=[O:3].[F:10][C:11]1[CH:16]=[CH:15][C:14]([C:17]2[C:26]3[CH2:25][CH2:24][CH2:23][NH:22][C:21]=3[N:20]=[C:19]([CH:27]([CH3:29])[CH3:28])[C:18]=2[C:30]([O:32][CH3:33])=[O:31])=[CH:13][CH:12]=1.N1C=C(C)C=C(C)C=1.C(OCC)(=O)C>C(Cl)Cl.C1(C)C=CC=CC=1.O>[F:10][C:11]1[CH:16]=[CH:15][C:14]([C:17]2[C:26]3[CH2:25][CH2:24][CH2:23][N:22]([S:2]([CH3:5])(=[O:3])=[O:1])[C:21]=3[N:20]=[C:19]([CH:27]([CH3:28])[CH3:29])[C:18]=2[C:30]([O:32][CH3:33])=[O:31])=[CH:13][CH:12]=1. Procedure details: A solution of (MeSO2)2O (15.9 g, 0.091 mol) in anhydrous CH2Cl2 (50 mL) was added to a solution of Part C methyl 4-(4-fluorophenyl)-2-isopropyl-5,6,7,8-tetrahydro-[1,8]naphthyridine-3-carboxylate (10. g, 0.030 mol) and 3,5-lutidine (20.9 mL, 0.182 mol) in anhydrous toluene (100 mL) at room temperature. The reaction mixture was stirred at room temperature for 3 days. Ethyl acetate (200 mL) and H2O (50 mL) were added, and the resulting two phases were separated. The organic phase was washed with a... Starting materials: FC1=C(C=C(C=C1)C(CC(=O)C1=CC=CC=C1)=O)C (1-(4-fluoro-3-methyl-phenyl)-3-phenyl-1,3-propanedione), NN (hydrazine). Run in solution, C1CCOC1 (THF). Run at temperature 75 celsius, time 3 hour. The product is FC1=C(C=C(C=C1)C1=NNC(=C1)C1=CC=CC=C1)C (3-(4-fluoro-3-methyl-phenyl)-5-phenyl-pyrazole). RXN SMILES: [F:1][C:2]1[CH:7]=[CH:6][C:5]([C:8](=O)[CH2:9][C:10]([C:12]2[CH:17]=[CH:16][CH:15]=[CH:14][CH:13]=2)=O)=[CH:4][C:3]=1[CH3:19].[NH2:20][NH2:21]>C1COCC1>[F:1][C:2]1[CH:7]=[CH:6][C:5]([C:8]2[CH:9]=[C:10]([C:12]3[CH:17]=[CH:16][CH:15]=[CH:14][CH:13]=3)[NH:21][N:20]=2)=[CH:4][C:3]=1[CH3:19]. Reported procedure: 1.7 g 1-(4-fluoro-3-methyl-phenyl)-3-phenyl-1,3-propanedione was dissolved in 20 mL of a solution of 1 N hydrazine in THF and stirred for 3 h at 75° C. The solvent was removed and the residue was crystallized to give 1.7 g of the desired compound. The reactants are FC=1C=C(C=NC1)C=1NC2=CC=CC=C2C1 (2-(5-fluoro-pyridin-3-yl)-1H-indole), ClCCl (dichloromethane), C(C)#N (acetonitrile). Procedure: 2-(5-Fluoro-pyridin-3-yl)-1H-indole (Example 92) is processed according to the method described in Example 140, using a mixture of dichloromethane and acetonitrile instead of dichloromethane, to give 2-(5-fluoro-pyridin-3-yl)-1H-indole-3-carbonitrile. MS (ESI) m/z 238.0 (M+H)+. RXN SMILES: [F:1][C:2]1[CH:3]=[C:4]([C:8]2[NH:9][C:10]3[C:15]([CH:16]=2)=[CH:14][CH:13]=[CH:12][CH:11]=3)[CH:5]=[N:6][CH:7]=1.ClCCl.[C:20](#[N:22])C>>[F:1][C:2]1[CH:3]=[C:4]([C:8]2[NH:9][C:10]3[C:15]([C:16]=2[C:20]#[N:22])=[CH:14][CH:13]=[CH:12][CH:11]=3)[CH:5]=[N:6][CH:7]=1. The product is FC=1C=C(C=NC1)C=1NC2=CC=CC=C2C1C#N (2-(5-fluoro-pyridin-3-yl)-1H-indole-3-carbonitrile).